Task: describe an organic reaction: reactants, conditions, products, and yield. Dataset: the Open Reaction Database (ORD), a public repository of structured organic reaction records The product is COC1=CC=C(C2=C1N=C(S2)NC(=O)C2=CC(N(C=C2)CC(=O)N2CCOCC2)=O)N2CCOCC2 (1-(2-morpholin-4-yl-2-oxo-ethyl)-2-oxo-1,2-dihydro-pyridine-4-carboxylic acid (4-methoxy-7-morpholin-4-yl-benzothiazol-2-yl)-amide). The solvent is CN(C)C=O (DMF), COCCOC (1,2-dimethoxyethane), C(C)(=O)OCC (ethyl acetate). Reported procedure: To a stirred solution of 200 mg (0.52 mmol) 2-oxo-1,2-dihydro-pyridine-4-carboxylic acid (4-methoxy-7-morpholin-4-yl-benzothiazol-2-yl)-amide in 1 ml DMF and 4 ml 1,2-dimethoxyethane was added 44 mg (1.04 mmol) sodium hydride (60% dispersion in mineral oil). After stirring for 15 min at room temperature, 90 mg (1.04 mmol) lithium bromide was added and stirring continued for a further 15 min. 95 mg (0.58 mmol) 4-(2-chloroacetyl)morpholine was then added and the mixture was stirred at room tempera... Yield: 31.1%. RXN SMILES: [CH3:1][O:2][C:3]1[C:8]2[N:9]=[C:10]([NH:12][C:13]([C:15]3[CH:20]=[CH:19][NH:18][C:17](=[O:21])[CH:16]=3)=[O:14])[S:11][C:7]=2[C:6]([N:22]2[CH2:27][CH2:26][O:25][CH2:24][CH2:23]2)=[CH:5][CH:4]=1.[H-].[Na+].[Br-].[Li+].Cl[CH2:33][C:34]([N:36]1[CH2:41][CH2:40][O:39][CH2:38][CH2:37]1)=[O:35]>CN(C=O)C.COCCOC.C(OCC)(=O)C>[CH3:1][O:2][C:3]1[C:8]2[N:9]=[C:10]([NH:12][C:13]([C:15]3[CH:20]=[CH:19][N:18]([CH2:33][C:34]([N:36]4[CH2:41][CH2:40][O:39][CH2:38][CH2:37]4)=[O:35])[C:17](=[O:21])[CH:16]=3)=[O:14])[S:11][C:7]=2[C:6]([N:22]2[CH2:27][CH2:26][O:25][CH2:24][CH2:23]2)=[CH:5][CH:4]=1 |f:1.2,3.4|. Reactants: COC1=CC=C(C2=C1N=C(S2)NC(=O)C2=CC(NC=C2)=O)N2CCOCC2 (2-oxo-1,2-dihydro-pyridine-4-carboxylic acid (4-methoxy-7-morpholin-4-yl-benzothiazol-2-yl)-amide), [H-].[Na+] (sodium hydride), ClCC(=O)N1CCOCC1 (4-(2-chloroacetyl)morpholine), [Br-].[Li+] (lithium bromide). Conditions: time 15 minute. Reactants: C1(=CC=CC=C1)CC(NC(=O)OCC1=CC=CC=C1)P(O)=O ([2-phenyl-1-[[(phenylmethoxy)carbonyl]amino]ethyl]phosphinic acid), C=C(C(=O)OC)CC1=CC=CC=C1 (methyl α-methylenebenzenepropanoate), C/C(=N\[Si](C)(C)C)/O[Si](C)(C)C (N,O-bis(trimethylsilyl)acetamide), 1/1. The solvent is C(C)(=O)OCC.O (ethyl acetate water). The product is OP(=O)(CC(C(=O)OC)CC1=CC=CC=C1)C(CC1=CC=CC=C1)NC(=O)OCC1=CC=CC=C1 (Methyl 3-[hydroxy[2-phenyl-1-[[(phenylmethoxy)carbonyl]amino]ethyl]phosphinyl]-2-(phenylmethyl)propanoate). The yield is 67.0%. As a reaction SMILES: [C:1]1([CH2:7][CH:8]([PH:20](=[O:22])[OH:21])[NH:9][C:10]([O:12][CH2:13][C:14]2[CH:19]=[CH:18][CH:17]=[CH:16][CH:15]=2)=[O:11])[CH:6]=[CH:5][CH:4]=[CH:3][CH:2]=1.[CH2:23]=[C:24]([CH2:29][C:30]1[CH:35]=[CH:34][CH:33]=[CH:32][CH:31]=1)[C:25]([O:27][CH3:28])=[O:26].C/C(/O[Si](C)(C)C)=N\[Si](C)(C)C>C(OCC)(=O)C.O>[OH:22][P:20]([CH:8]([NH:9][C:10]([O:12][CH2:13][C:14]1[CH:15]=[CH:16][CH:17]=[CH:18][CH:19]=1)=[O:11])[CH2:7][C:1]1[CH:2]=[CH:3][CH:4]=[CH:5][CH:6]=1)([CH2:23][CH:24]([CH2:29][C:30]1[CH:31]=[CH:32][CH:33]=[CH:34][CH:35]=1)[C:25]([O:27][CH3:28])=[O:26])=[O:21] |f:3.4|. Procedure: A solution of 1 g (3.31 mmol) of [2-phenyl-1-[[(phenylmethoxy)carbonyl]amino]ethyl]phosphinic acid, 0.66 g (3.75 mmol) of methyl α-methylenebenzenepropanoate and 3.1 ml of N,O-bis(trimethylsilyl)acetamide is maintained at 60° C. for 24 hours. After cooling, 60 ml of a 1/1 ethyl acetate/water mixture are added. The aqueous phase is extracted with ethyl acetate. The combined organic phases are washed with water, dried over sodium sulphate, filtered and evaporated under vacuum. The residue is purif... Starting materials: O=[N+]([O-])c1ccc(Br)c2ncccc12, CC(=O)O, CCO, [Fe]. The product is Nc1ccc(Br)c2ncccc12. Reaction SMILES: [Br:1][c:2]1[cH:3][cH:4][c:5]([N+:12]([O-:13])=[O:14])[c:6]2[cH:7][cH:8][cH:9][n:10][c:11]12.[CH3:15][C:16](=[O:17])[OH:18].[CH3:19][CH2:20][OH:21].[Fe:22]>>[Br:1][c:2]1[cH:3][cH:4][c:5]([NH2:12])[c:6]2[cH:7][cH:8][cH:9][n:10][c:11]12. Reactants: C1(CC1)COC1=C(C2=C(OCO2)C=C1)C=1C2=C(N=CN1)C(=CN2)C(=O)O (4-(5-cyclopropylmethoxy-1,3-benzodioxol-4-yl)-5H-pyrrolo[3,2-d]pyrimidine-7-carboxylic acid), C(C)(C)(C)OC(=O)N1C[C@H](CCC1)N ((S)-3-amino-piperidine-1-carboxylic acid tert-butyl ester). Yields the product C(C)(C)(C)OC(=O)N1C[C@H](CCC1)NC(=O)C1=CNC2=C1N=CN=C2C2=C(C=CC=1OCOC12)OCC1CC1 ((S)-3-{[4-(5-Cyclopropylmethoxy-benzo[1,3]dioxol-4-yl)-5H-pyrrolo[3,2-d]pyrimidine-7-carbonyl]-amino}-piperidine-1-carboxylic acid tert-butyl ester). Reaction SMILES: [CH:1]1([CH2:4][O:5][C:6]2[CH:14]=[CH:13][C:9]3[O:10][CH2:11][O:12][C:8]=3[C:7]=2[C:15]2[C:16]3[NH:23][CH:22]=[C:21]([C:24](O)=[O:25])[C:17]=3[N:18]=[CH:19][N:20]=2)[CH2:3][CH2:2]1.[C:27]([O:31][C:32]([N:34]1[CH2:39][CH2:38][CH2:37][C@H:36]([NH2:40])[CH2:35]1)=[O:33])([CH3:30])([CH3:29])[CH3:28]>>[C:27]([O:31][C:32]([N:34]1[CH2:39][CH2:38][CH2:37][C@H:36]([NH:40][C:24]([C:21]2[C:17]3[N:18]=[CH:19][N:20]=[C:15]([C:7]4[C:8]5[O:12][CH2:11][O:10][C:9]=5[CH:13]=[CH:14][C:6]=4[O:5][CH2:4][CH:1]4[CH2:3][CH2:2]4)[C:16]=3[NH:23][CH:22]=2)=[O:25])[CH2:35]1)=[O:33])([CH3:30])([CH3:28])[CH3:29]. Procedure details: Starting from 4-(5-cyclopropylmethoxy-1,3-benzodioxol-4-yl)-5H-pyrrolo[3,2-d]pyrimidine-7-carboxylic acid (example A67) and (S)-3-amino-piperidine-1-carboxylic acid tert-butyl ester the title compound is obtained as colorless solid. Reactants: CC1=NC2=CC=C(C=C2C(=C1)N1CC(CC1)C1=CC=CC=C1)N (2-Methyl-6-amino-4-(3-phenylpyrrolidin-1-yl)quinoline), C1(=CC=CC=C1)S(=O)(=O)Cl (benzenesulfonyl chloride), N1=CC=CC=C1 (pyridine). The solvent is ClCCl (dichloromethane), [OH-].[Na+] (sodium hydroxide). The product is Cl.CC1=NC2=CC=C(C=C2C(=C1)N1CC(CC1)C1=CC=CC=C1)NS(=O)(=O)C1=CC=CC=C1 (N-[2-Methyl-4-(3-phenylpyrrolidin-1-yl)quinolin-6-yl]benzenesulfonamide hydrochloride). Yield: 31.6%. Reaction SMILES: [CH3:1][C:2]1[CH:11]=[C:10]([N:12]2[CH2:16][CH2:15][CH:14]([C:17]3[CH:22]=[CH:21][CH:20]=[CH:19][CH:18]=3)[CH2:13]2)[C:9]2[C:4](=[CH:5][CH:6]=[C:7]([NH2:23])[CH:8]=2)[N:3]=1.[C:24]1([S:30]([Cl:33])(=[O:32])=[O:31])[CH:29]=[CH:28][CH:27]=[CH:26][CH:25]=1.N1C=CC=CC=1>ClCCl.[OH-].[Na+]>[ClH:33].[CH3:1][C:2]1[CH:11]=[C:10]([N:12]2[CH2:16][CH2:15][CH:14]([C:17]3[CH:22]=[CH:21][CH:20]=[CH:19][CH:18]=3)[CH2:13]2)[C:9]2[C:4](=[CH:5][CH:6]=[C:7]([NH:23][S:30]([C:24]3[CH:29]=[CH:28][CH:27]=[CH:26][CH:25]=3)(=[O:32])=[O:31])[CH:8]=2)[N:3]=1 |f:4.5,6.7|. Procedure: 2-Methyl-6-amino-4-(3-phenylpyrrolidin-1-yl)quinoline (0.07 g; see Example 45 below), benzenesulfonyl chloride (0.041 g) and pyridine (0.04 g) was stirred in dichloromethane (4 mL). The reaction mixture was diluted with 1 N sodium hydroxide and extracted with ethyl acetate, washed with water, dried (MgSO4), filtered and evaporated to give a brown oil. The residue was purified by chromatography on silica, eluting with a mixture of dichloromethane, and methanol. The desired fractions were concentr... Product: Cl.FC1=C(C=2CCC(N3C=C(C(C(C23)=C1)=O)C(=O)O)C)N1CCC(CC1)N (9-fluoro-8-(4-amino-1-piperidyl)-5-methyl-6,7-dihydro-1-oxo-1H,5H-benzo[ij]quinolizine-2-carboxylic acid hydrochloride). Procedure details: A mixture of 2 g of 9-fluoro-8-(4-acetylamino-1-piperidyl)-5-methyl-6,7-dihydro-1-oxo-1H,5H-benzo[ij]quinolizine-2-carboxylic acid and 50 ml of a 10% aqueous sodium hydroxide solution was heated for 10 hours. After completion of reaction, the reaction mixture was cooled and adjusted to pH 4 with dilute hydrochloric acid (10%) to form precipitations, which then were recrystallized from ethanol-water to give 0.7 g of 9-fluoro-8-(4-amino-1-piperidyl)-5-methyl-6,7-dihydro-1-oxo-1H,5H-benzo[ij]quinol... The reactants are FC1=C(C=2CCC(N3C=C(C(C(C23)=C1)=O)C(=O)O)C)N1CCC(CC1)NC(C)=O (9-fluoro-8-(4-acetylamino-1-piperidyl)-5-methyl-6,7-dihydro-1-oxo-1H,5H-benzo[ij]quinolizine-2-carboxylic acid), [OH-].[Na+] (sodium hydroxide), Cl (hydrochloric acid). RXN SMILES: [F:1][C:2]1[CH:14]=[C:12]2[C:13]3[N:8]([CH:9]=[C:10]([C:16]([OH:18])=[O:17])[C:11]2=[O:15])[CH:7]([CH3:19])[CH2:6][CH2:5][C:4]=3[C:3]=1[N:20]1[CH2:25][CH2:24][CH:23]([NH:26]C(=O)C)[CH2:22][CH2:21]1.[OH-].[Na+].[ClH:32]>>[ClH:32].[F:1][C:2]1[CH:14]=[C:12]2[C:13]3[N:8]([CH:9]=[C:10]([C:16]([OH:18])=[O:17])[C:11]2=[O:15])[CH:7]([CH3:19])[CH2:6][CH2:5][C:4]=3[C:3]=1[N:20]1[CH2:21][CH2:22][CH:23]([NH2:26])[CH2:24][CH2:25]1 |f:1.2,4.5|. The reactants are COC(=O)c1nc(C(CCCC2CCCCC2)CC(=O)OC(C)(C)C)oc1C, ClCCl, O=C(O)C(F)(F)F. The product is COC(=O)c1nc(C(CCCC2CCCCC2)CC(=O)O)oc1C. As a reaction SMILES: [C:1]([CH3:2])([CH3:3])([CH3:4])[O:5][C:6]([CH2:7][CH:8]([CH2:9][CH2:10][CH2:11][CH:12]1[CH2:13][CH2:14][CH2:15][CH2:16][CH2:17]1)[c:18]1[o:19][c:20]([CH3:27])[c:21]([C:23](=[O:24])[O:25][CH3:26])[n:22]1)=[O:28].[Cl:36][CH2:37][Cl:38].[OH:29][C:30]([C:31]([F:32])([F:33])[F:34])=[O:35]>>[O:5]=[C:6]([CH2:7][CH:8]([CH2:9][CH2:10][CH2:11][CH:12]1[CH2:13][CH2:14][CH2:15][CH2:16][CH2:17]1)[c:18]1[o:19][c:20]([CH3:27])[c:21]([C:23](=[O:24])[O:25][CH3:26])[n:22]1)[OH:28]. Reactants: CCOC(=O)c1cnc2n(c1=O)C(C)CC=C2O, CCO, Nc1ccccc1. Yields the product CCOC(=O)c1cnc2n(c1=O)C(C)CC=C2Nc1ccccc1. As a reaction SMILES: [CH2:1]([CH3:2])[O:3][C:4](=[O:5])[c:6]1[cH:7][n:8][c:9]2[n:10]([c:11]1=[O:12])[CH:13]([CH3:18])[CH2:14][CH:15]=[C:16]2[OH:17].[CH3:26][CH2:27][OH:28].[NH2:19][c:20]1[cH:21][cH:22][cH:23][cH:24][cH:25]1>>[CH2:1]([CH3:2])[O:3][C:4](=[O:5])[c:6]1[cH:7][n:8][c:9]2[n:10]([c:11]1=[O:12])[CH:13]([CH3:18])[CH2:14][CH:15]=[C:16]2[NH:19][c:20]1[cH:21][cH:22][cH:23][cH:24][cH:25]1. Starting materials: C(C)(=O)N1C(CC2=CC=C(C=C12)Cl)=O (1-acetyl-6-chloro-2-indolinone), CN1C=NC2=C1C=CC(=C2)C(=O)O (1-methylbenzimidazole-5-carboxylic acid), CN(C)C(=[N+](C)C)ON1C2=C(C=CC=C2)N=N1.[B-](F)(F)(F)F (TBTU), HOBT hydrate, C(C)N(C(C)C)C(C)C (ethyldiisopropylamine). Solvent: CN(C)C=O (DMF), O (water). Yields the product C(C)(=O)N1C(C(C2=CC=C(C=C12)Cl)=C(C1=CC2=C(N(C=N2)C)C=C1)O)=O (1-acetyl-6-chloro-3-[1-hydroxy-1-(1-methyl-5-benzimidazolyl)methylene]-2-indolinone). RXN SMILES: [C:1]([N:4]1[C:12]2[C:7](=[CH:8][CH:9]=[C:10]([Cl:13])[CH:11]=2)[CH2:6][C:5]1=[O:14])(=[O:3])[CH3:2].[CH3:15][N:16]1[C:20]2[CH:21]=[CH:22][C:23]([C:25](O)=[O:26])=[CH:24][C:19]=2[N:18]=[CH:17]1.CN(C(ON1N=NC2C=CC=CC1=2)=[N+](C)C)C.[B-](F)(F)(F)F.C(N(C(C)C)C(C)C)C>CN(C=O)C.O>[C:1]([N:4]1[C:12]2[C:7](=[CH:8][CH:9]=[C:10]([Cl:13])[CH:11]=2)[C:6](=[C:25]([OH:26])[C:23]2[CH:22]=[CH:21][C:20]3[N:16]([CH3:15])[CH:17]=[N:18][C:19]=3[CH:24]=2)[C:5]1=[O:14])(=[O:3])[CH3:2] |f:2.3|. Reported procedure: 3.5 g of 1-acetyl-6-chloro-2-indolinone, 3.4 g of 1-methylbenzimidazole-5-carboxylic acid, 6.1 g of TBTU, 2.9 g of HOBT-hydrate and 8.7 ml ethyldiisopropylamine are stirred in 100 ml DMF for 15 hours at ambient temperature. The mixture is combined with water and extracted with ethyl acetate, while the crude product is partially precipitated. The residue obtained by distilling off the solvent is taken up in dichloromethane and a little methanol and extracted with water. The organic phase is evapo... Starting materials: O=C1CCC(=O)N1Br, ClC(Cl)(Cl)Cl, Cc1cccc2c(=O)cc(-c3cccc(F)c3)oc12, CC(C)(C#N)N=NC(C)(C)C#N, O. Product: O=c1cc(-c2cccc(F)c2)oc2c(CBr)cccc12. As a reaction SMILES: [Br:20][N:21]1[C:22](=[O:23])[CH2:24][CH2:25][C:26]1=[O:27].[C:40]([Cl:41])([Cl:42])([Cl:43])[Cl:44].[CH3:1][c:2]1[cH:3][cH:4][cH:5][c:6]2[c:7](=[O:19])[cH:8][c:9](-[c:12]3[cH:13][c:14]([F:18])[cH:15][cH:16][cH:17]3)[o:10][c:11]12.[N:28]#[C:29][C:30]([N:31]=[N:32][C:33]([C:34]#[N:35])([CH3:36])[CH3:37])([CH3:38])[CH3:39].[OH2:45]>>[CH2:1]([c:2]1[cH:3][cH:4][cH:5][c:6]2[c:7](=[O:19])[cH:8][c:9](-[c:12]3[cH:13][c:14]([F:18])[cH:15][cH:16][cH:17]3)[o:10][c:11]12)[Br:20].